This data is from the Open Reaction Database (ORD), a public repository of structured organic reaction records. The task is: describe an organic reaction: reactants, conditions, products, and yield The reactants are Cl.NCC(=O)OCC1=CC=CC=C1 (benzyl 2-aminoacetate hydrochloride), ClC1=NC=CC(=C1)C(CCC(C)=O)=O (1-(2-chloropyridin-4-yl)pentane-1,4-dione), C([O-])(O)=O.[Na+] (sodium bicarbonate). The solvent is ClCCl (dichloromethane). Reaction conditions: temperature 65 celsius, time 14 hour. Product: ClC1=NC=CC(=C1)C=1N(C(=CC1)C)CC(=O)OCC1=CC=CC=C1 (benzyl 2-(2-(2-chloropyridin-4-yl)-5-methyl-1H-pyrrol-1-yl)acetate), oil. Yield: 57.1%. As a reaction SMILES: Cl.[NH2:2][CH2:3][C:4]([O:6][CH2:7][C:8]1[CH:13]=[CH:12][CH:11]=[CH:10][CH:9]=1)=[O:5].[Cl:14][C:15]1[CH:20]=[C:19]([C:21](=O)[CH2:22][CH2:23][C:24](=O)[CH3:25])[CH:18]=[CH:17][N:16]=1.C(=O)(O)[O-].[Na+]>ClCCl>[Cl:14][C:15]1[CH:20]=[C:19]([C:21]2[N:2]([CH2:3][C:4]([O:6][CH2:7][C:8]3[CH:13]=[CH:12][CH:11]=[CH:10][CH:9]=3)=[O:5])[C:24]([CH3:25])=[CH:23][CH:22]=2)[CH:18]=[CH:17][N:16]=1 |f:0.1,3.4|. Procedure: A slurry of benzyl 2-aminoacetate hydrochloride (922 mg, 4.57 mmol), 1-(2-chloropyridin-4-yl)pentane-1,4-dione (968 mg, 4.57 mmol), and solid sodium bicarbonate (961 mg, 11.4 mmol) in dichloromethane (15.2 mL) was heated to 45° C. for 14 hours. A significant amount of starting material was observed after 14 hours by LC/MS, so the reaction was heated to 65° C. The reaction was allowed to stir (with occasional monitoring by LCMS) at this temperature for 11 days. The reaction was then allowed to co...